Task: describe an organic reaction: reactants, conditions, products, and yield. Dataset: the Open Reaction Database (ORD), a public repository of structured organic reaction records The reactants are CC(C)(C)OC(=O)N1CCc2ccc(Cl)c(SCCCN3C(=O)c4ccccc4C3=O)c2CC1, CCO, NN. Yields the product CC(C)(C)OC(=O)N1CCc2ccc(Cl)c(SCCCN)c2CC1. RXN SMILES: [C:1]([CH3:2])([CH3:3])([CH3:4])[O:5][C:6](=[O:7])[N:8]1[CH2:9][CH2:10][c:11]2[c:12]([c:15]([S:20][CH2:21][CH2:22][CH2:23][N:24]3[C:25](=[O:26])[c:27]4[c:28]([cH:29][cH:30][cH:31][cH:32]4)[C:33]3=[O:34])[c:16]([Cl:19])[cH:17][cH:18]2)[CH2:13][CH2:14]1.[CH3:37][CH2:38][OH:39].[NH2:35][NH2:36]>>[C:1]([CH3:2])([CH3:3])([CH3:4])[O:5][C:6](=[O:7])[N:8]1[CH2:9][CH2:10][c:11]2[c:12]([c:15]([S:20][CH2:21][CH2:22][CH2:23][NH2:24])[c:16]([Cl:19])[cH:17][cH:18]2)[CH2:13][CH2:14]1. Reactants: ClC=1C=C(C=C(C1)Cl)C(C)=O (1-(3,5-dichlorophenyl)ethanone), C[Si](C)(C)[N-][Si](C)(C)C.[Li+] (lithium bis(trimethylsilyl)amide), C(C(=O)OC(C)(C)C)(=O)OC(C)(C)C (di-tert-butyl oxalate), C(C(=O)OC(C)(C)C)(=O)OC(C)(C)C (di-tert-butyl oxalate). Run in C(C)OCC (diethyl ether). Run at time 16 hour. The product is ClC=1C=C(C=C(C1)Cl)C(CC(C(=O)OC(C)(C)C)=O)=O (tert-butyl 4-(3,5-dichlorophenyl)-2,4-dioxobutanoate). RXN SMILES: [Cl:1][C:2]1[CH:3]=[C:4]([C:9](=[O:11])[CH3:10])[CH:5]=[C:6]([Cl:8])[CH:7]=1.C[Si]([N-][Si](C)(C)C)(C)C.[Li+].[C:22](OC(C)(C)C)(=[O:30])[C:23]([O:25][C:26]([CH3:29])([CH3:28])[CH3:27])=[O:24]>C(OCC)C>[Cl:1][C:2]1[CH:3]=[C:4]([C:9](=[O:11])[CH2:10][C:22](=[O:30])[C:23]([O:25][C:26]([CH3:29])([CH3:28])[CH3:27])=[O:24])[CH:5]=[C:6]([Cl:8])[CH:7]=1 |f:1.2|. Reported procedure: To a solution of the product from step B (4.1 g, 21.7 mmol) in 100 mL of diethyl ether at −78° C. was added lithium bis(trimethylsilyl)amide (23.9 mL, 23.9 mmol). After 50 min at −78° C. di-tert-butyl oxalate (4.18 g, 20.66 mmol) was added as a solid. The cold bath was removed and after 2 h an additional portion of di-tert-butyl oxalate (530 mg, 2.6 mmol) was added and stirring continued at ambient temperature for 16 h. The reaction was quenched by adding 150 mL of 1N hydrochloric acid and stirr...